describe an organic reaction: reactants, conditions, products, and yield From a dataset of the Open Reaction Database (ORD), a public repository of structured organic reaction records. The reactants are Cl.CNCCC1=CC=C(C=C1)CCC(=O)OCC (ethyl β-{4-[2-(N-methylamino)-ethyl]-phenyl}-propionate hydrochloride), ClC=1C=CC(=C(C(=O)Cl)C1)OC (5-chloro-2-methoxybenzoyl chloride). Yields the product CN(C(C1=C(C=CC(=C1)Cl)OC)=O)CCC1=CC=C(C=C1)CCC(=O)O (β-{4-[2-(N-methyl-5-chloro-2-methoxybenzamido)-ethyl]-phenyl}-propionic acid). As a reaction SMILES: Cl.[CH3:2][NH:3][CH2:4][CH2:5][C:6]1[CH:11]=[CH:10][C:9]([CH2:12][CH2:13][C:14]([O:16]CC)=[O:15])=[CH:8][CH:7]=1.[Cl:19][C:20]1[CH:21]=[CH:22][C:23]([O:29][CH3:30])=[C:24]([CH:28]=1)[C:25](Cl)=[O:26]>>[CH3:2][N:3]([CH2:4][CH2:5][C:6]1[CH:11]=[CH:10][C:9]([CH2:12][CH2:13][C:14]([OH:16])=[O:15])=[CH:8][CH:7]=1)[C:25](=[O:26])[C:24]1[CH:28]=[C:20]([Cl:19])[CH:21]=[CH:22][C:23]=1[O:29][CH3:30] |f:0.1|. Procedure: By the reaction of ethyl β-{4-[2-(N-methylamino)-ethyl]-phenyl}-propionate hydrochloride (m.p. 162°-164° C.) with 5-chloro-2-methoxybenzoyl chloride, there is obtained β-{4-[2-(N-methyl-5-chloro-2-methoxybenzamido)-ethyl]-phenyl}-propionic acid; m.p. 152°-153° C., after recrystallization from toluene. Starting materials: Cl.C(C)OCC=1C=C(C(=C(C1)NCCN1CCCC1)C)N (5-ethoxymethyl-2-methyl-N-(2-pyrrolidin-1-yl-ethyl)-benzene-1,3-diamine hydrochloride), ClC1=NNC(C2=CC(=CC=C12)C(=O)O)=O (1-chloro-4-oxo-3,4-dihydro-phthalazine-6-carboxylic acid), ClC1=NNC(C2=CC=C(C=C12)C(=O)O)=O (4-chloro-1-oxo-1,2-dihydro-phthalazine-6-carboxylic acid), Cl.CN(CCCN=C=NCC)C (N-(3-dimethylaminopropyl)-N′-ethylcarbodiimide hydrochloride), O.ON1N=NC2=C1C=CC=C2 (1-hydroxybenzotriazole hydrate). Solvent: CN(C)C=O (DMF), CCN(CC)CC (NEt3). Conditions: time 2.5 hour. The product is C(=O)O.C(C)OCC=1C=C(C(=C(C1)NC(=O)C=1C=C2C(NN=C(C2=CC1)Cl)=O)C)NCCN1CCCC1 (1-chloro-4-oxo-3,4-dihydro-phthalazine-6-carboxylic acid [5-ethoxymethyl-2-methyl-3-(2-pyrrolidin-1-yl-ethylamino)-phenyl]-amide formic acid salt). As a reaction SMILES: Cl.[CH2:2]([O:4][CH2:5][C:6]1[CH:7]=[C:8]([NH2:21])[C:9]([CH3:20])=[C:10]([NH:12][CH2:13][CH2:14][N:15]2[CH2:19][CH2:18][CH2:17][CH2:16]2)[CH:11]=1)[CH3:3].[Cl:22][C:23]1[C:32]2[C:27](=[CH:28][C:29]([C:33]([OH:35])=[O:34])=[CH:30][CH:31]=2)[C:26](=[O:36])[NH:25][N:24]=1.ClC1C2C(=CC=C(C(O)=O)C=2)C(=O)NN=1.Cl.CN(C)CCCN=C=NCC.O.ON1C2C=CC=CC=2N=N1>CN(C=O)C.CCN(CC)CC>[CH:33]([OH:35])=[O:34].[CH2:2]([O:4][CH2:5][C:6]1[CH:11]=[C:10]([NH:12][CH2:13][CH2:14][N:15]2[CH2:16][CH2:17][CH2:18][CH2:19]2)[C:9]([CH3:20])=[C:8]([NH:21][C:33]([C:29]2[CH:28]=[C:27]3[C:32](=[CH:31][CH:30]=2)[C:23]([Cl:22])=[N:24][NH:25][C:26]3=[O:36])=[O:34])[CH:7]=1)[CH3:3] |f:0.1,4.5,6.7,10.11|. Procedure: A mixture of 5-ethoxymethyl-2-methyl-N-(2-pyrrolidin-1-yl-ethyl)-benzene-1,3-diamine hydrochloride (430 mg, 1.55 mmol), 1-chloro-4-oxo-3,4-dihydro-phthalazine-6-carboxylic acid and 4-chloro-1-oxo-1,2-dihydro-phthalazine-6-carboxylic acid (331 mg, 1.476 mmol), N-(3-dimethylaminopropyl)-N′-ethylcarbodiimide hydrochloride (863 mg, 4.50 mmol), NEt3 (0.82 mL, 5.904), 1-hydroxybenzotriazole hydrate (259 mg, 1.919 mmol) and anhydrous DMF was stirred at room temperature for 2.5 h. The reaction mixture w... The reactants are ClC1=NC=NC(=C1OC1=C(C=CC=C1)OC)Cl (4,6-dichloro-5-(o-methoxyphenoxy)-pyrimidine), [K+].C(C)(C)C=1C=CC(=NC1)S(=O)(=O)[NH-] (5-isopropyl pyridine-2-sulfonamide potassium salt). Run in CN(C)C=O (DMF). The product is C(C)(C)C=1C=CC(=NC1)S(=O)(=O)NC1=NC=NC(=C1OC1=C(C=CC=C1)OC)Cl (5-isopropyl-N-[6-chloro-5-(o-methoxyphenoxy)-4-pyrimidinyl]-2-pyridine sulfonamide). The yield is 64.4%. As a reaction SMILES: Cl[C:2]1[C:7]([O:8][C:9]2[CH:14]=[CH:13][CH:12]=[CH:11][C:10]=2[O:15][CH3:16])=[C:6]([Cl:17])[N:5]=[CH:4][N:3]=1.[K+].[CH:19]([C:22]1[CH:23]=[CH:24][C:25]([S:28]([NH-:31])(=[O:30])=[O:29])=[N:26][CH:27]=1)([CH3:21])[CH3:20]>CN(C=O)C>[CH:19]([C:22]1[CH:23]=[CH:24][C:25]([S:28]([NH:31][C:2]2[C:7]([O:8][C:9]3[CH:14]=[CH:13][CH:12]=[CH:11][C:10]=3[O:15][CH3:16])=[C:6]([Cl:17])[N:5]=[CH:4][N:3]=2)(=[O:30])=[O:29])=[N:26][CH:27]=1)([CH3:21])[CH3:20] |f:1.2|. Procedure: A solution of 2.71 g of 4,6-dichloro-5-(o-methoxyphenoxy)-pyrimidine (Example 10b) and 5.0 g of 5-isopropyl pyridine-2-sulfonamide potassium salt (Example 1e) in 50 ml of DMF was stirred at room temperature for 20 h. The solvent was removed in vacuo, the residue was taken up in 200 ml of 10% aqueous acetic acid and extracted three times with ethyl acetate. The combined organic layers were washed with water and brine, dried over MgSO4 and evaporated. The crude product was crysallised from a mixtu... The reactants are CCOC(=O)Cc1ccc(OC)c(Oc2ccc(Cl)cc2CSCc2ccccc2)c1, CO, [Li+], [OH-], O. Yields the product COc1ccc(CC(=O)O)cc1Oc1ccc(Cl)cc1CSCc1ccccc1. RXN SMILES: [CH2:1]([CH3:2])[O:3][C:4]([CH2:5][c:6]1[cH:7][c:8]([O:14][c:15]2[c:16]([CH2:22][S:23][CH2:24][c:25]3[cH:26][cH:27][cH:28][cH:29][cH:30]3)[cH:17][c:18]([Cl:21])[cH:19][cH:20]2)[c:9]([O:12][CH3:13])[cH:10][cH:11]1)=[O:31].[CH3:34][OH:35].[Li+:32].[OH-:33].[OH2:36]>>[O:3]=[C:4]([CH2:5][c:6]1[cH:7][c:8]([O:14][c:15]2[c:16]([CH2:22][S:23][CH2:24][c:25]3[cH:26][cH:27][cH:28][cH:29][cH:30]3)[cH:17][c:18]([Cl:21])[cH:19][cH:20]2)[c:9]([O:12][CH3:13])[cH:10][cH:11]1)[OH:31]. Starting materials: [H-].[Na+] (NaH), C1(CCCCC1)C=1C=2C=CC(=CC2N2CCC(NC3=C(C21)C=CC=C3)=O)C(=O)OC (methyl 14-cyclohexyl-6-oxo-5,6,7,8-tetrahydroindolo[1,2-e][1,5]benzodiazocine-11-carboxylate), ClCCN(C)C ((2-chloroethyl)dimethylamine), N1C=CC2=CC=CC=C12 (indole), Cl.ClCCN(C)C ((2-chloroethyl)dimethylamine hydrochloride), [H-].[Na+] (NaH). Run in CN(C)C=O (DMF), CN(C)C=O (DMF). Reaction conditions: time 1 hour. The product is C1(CCCCC1)C=1C=2C=CC(=CC2N2CCC(N(C3=C(C21)C=CC=C3)CCN(C)C)=O)C(=O)OC (methyl 14-cyclohexyl-5-[2-(dimethylamino)ethyl]-6-oxo-5,6,7,8-tetrahydroindolo[1,2-e][1,5]benzodiazocine-11-carboxylate). Reaction SMILES: [H-].[Na+].[CH:3]1([C:9]2[C:10]3[CH:11]=[CH:12][C:13]([C:29]([O:31][CH3:32])=[O:30])=[CH:14][C:15]=3[N:16]3[C:23]=2[C:22]2[CH:24]=[CH:25][CH:26]=[CH:27][C:21]=2[NH:20][C:19](=[O:28])[CH2:18][CH2:17]3)[CH2:8][CH2:7][CH2:6][CH2:5][CH2:4]1.Cl.Cl[CH2:35][CH2:36][N:37]([CH3:39])[CH3:38].ClCCN(C)C.N1C2C(=CC=CC=2)C=C1>CN(C=O)C>[CH:3]1([C:9]2[C:10]3[CH:11]=[CH:12][C:13]([C:29]([O:31][CH3:32])=[O:30])=[CH:14][C:15]=3[N:16]3[C:23]=2[C:22]2[CH:24]=[CH:25][CH:26]=[CH:27][C:21]=2[N:20]([CH2:35][CH2:36][N:37]([CH3:39])[CH3:38])[C:19](=[O:28])[CH2:18][CH2:17]3)[CH2:4][CH2:5][CH2:6][CH2:7][CH2:8]1 |f:0.1,3.4|. Procedure details: NaH (1.4 eq, 60% dispersion in mineral oil) was added to a solution of methyl 14-cyclohexyl-6-oxo-5,6,7,8-tetrahydroindolo[1,2-e][1,5]benzodiazocine-11-carboxylate in DMF (0.1 M) and the solution allowed to stir at RT for 1 h. In the meantime, a 1:1 equimolar mixture of (2-chloroethyl)dimethylamine hydrochloride and NaH (60% dispersion in mineral oil) in solution in DMF (0.5 M) was prepared. After 30 mins, this mixture (2.5 eq of (2-chloroethyl)dimethylamine) was slowly added to the solution of ...